From a dataset of the Open Reaction Database (ORD), a public repository of structured organic reaction records. describe an organic reaction: reactants, conditions, products, and yield Starting materials: C1OC=2C=C(C=CC2O1)C1N(CCC=2C3=CC=CC=C3NC12)C(\C=C\C1=CC=C(C=C1)C=O)=O ((E)-1-[1-(3,4-Methylenedioxyphenyl)-1,3,4,9-tetrahydro-β-carbolin-2-yl]-3-(4-formylphenyl)propene-1-one), CN (methylamine). Solvent: CO (MeOH). The product is C1OC=2C=C(C=CC2O1)C1N(CCC=2C3=CC=CC=C3NC12)C(\C=C\C1=CC=C(C=C1)C=NC)=O ((E)-1-[1-(3,4-methylenedioxyphenyl)-1,3,4,9-tetrahydro-β-carbolin-2-yl]-3-(4-methyliminomethylphenyl)propene-1-one). The yield is 90.0%. RXN SMILES: [CH2:1]1[O:9][C:8]2[CH:7]=[CH:6][C:5]([CH:10]3[C:22]4[NH:21][C:20]5[C:15](=[CH:16][CH:17]=[CH:18][CH:19]=5)[C:14]=4[CH2:13][CH2:12][N:11]3[C:23](=[O:34])/[CH:24]=[CH:25]/[C:26]3[CH:31]=[CH:30][C:29]([CH:32]=O)=[CH:28][CH:27]=3)=[CH:4][C:3]=2[O:2]1.[CH3:35][NH2:36]>CO>[CH2:1]1[O:9][C:8]2[CH:7]=[CH:6][C:5]([CH:10]3[C:22]4[NH:21][C:20]5[C:15](=[CH:16][CH:17]=[CH:18][CH:19]=5)[C:14]=4[CH2:13][CH2:12][N:11]3[C:23](=[O:34])/[CH:24]=[CH:25]/[C:26]3[CH:31]=[CH:30][C:29]([CH:32]=[N:36][CH3:35])=[CH:28][CH:27]=3)=[CH:4][C:3]=2[O:2]1. Procedure: A stirred solution of Example 23 (0.5 g, 1.0 mmol) in MeOH was refluxed with methylamine (1.6 mL, 1.5 equiv., 33% in EtOH) for one hour. Evaporation in vacuo gave (E)-1-[1-(3,4-methylenedioxyphenyl)-1,3,4,9-tetrahydro-β-carbolin-2-yl]-3-(4-methyliminomethylphenyl)propene-1-one (0.46 g, 90%).